This data is from the Open Reaction Database (ORD), a public repository of structured organic reaction records. The task is: describe an organic reaction: reactants, conditions, products, and yield Reactants: O=C([O-])[O-], CC1(C)OB(c2cnc(N)nc2C(F)(F)F)OC1(C)C, CC#N, CN1CCC(N(C)Cc2cc3c(N4CCOCC4)nc(Cl)nc3s2)CC1, [Na+], [Na+], O. The product is CN1CCC(N(C)Cc2cc3c(N4CCOCC4)nc(-c4cnc(N)nc4C(F)(F)F)nc3s2)CC1. Reaction SMILES: [C:27](=[O:28])([O-:29])[O-:30].[CH3:33][C:34]1([CH3:35])[C:36]([CH3:37])([CH3:38])[O:39][B:40]([c:41]2[c:42]([C:48]([F:49])([F:50])[F:51])[n:43][c:44]([NH2:47])[n:45][cH:46]2)[O:52]1.[CH3:53][C:54]#[N:55].[Cl:1][c:2]1[n:3][c:4]([N:21]2[CH2:22][CH2:23][O:24][CH2:25][CH2:26]2)[c:5]2[c:6]([n:7]1)[s:8][c:9]([CH2:11][N:12]([CH:13]1[CH2:14][CH2:15][N:16]([CH3:19])[CH2:17][CH2:18]1)[CH3:20])[cH:10]2.[Na+:31].[Na+:32].[OH2:56]>>[c:2]1(-[c:41]2[c:42]([C:48]([F:49])([F:50])[F:51])[n:43][c:44]([NH2:47])[n:45][cH:46]2)[n:3][c:4]([N:21]2[CH2:22][CH2:23][O:24][CH2:25][CH2:26]2)[c:5]2[c:6]([n:7]1)[s:8][c:9]([CH2:11][N:12]([CH:13]1[CH2:14][CH2:15][N:16]([CH3:19])[CH2:17][CH2:18]1)[CH3:20])[cH:10]2. The reactants are C1=CC(=CC=C1/C=C/C(=O)O)O (p-coumaric acid), CO (methanol), S(O)(O)(=O)=O (sulphuric acid). Product: OC1=CC=C(C=C1)C=CC(=O)OC (methyl 3-(4-hydroxyphenyl)-acrylate). Reaction SMILES: [CH:1]1[C:6](/[CH:7]=[CH:8]/[C:9]([OH:11])=[O:10])=[CH:5][CH:4]=[C:3]([OH:12])[CH:2]=1.S(=O)(=O)(O)O.[CH3:18]O>>[OH:12][C:3]1[CH:4]=[CH:5][C:6]([CH:7]=[CH:8][C:9]([O:11][CH3:18])=[O:10])=[CH:1][CH:2]=1. Procedure details: 51.2 g (312 mmol) of p-coumaric acid were dissolved in 330 ml of methanol and treated with 10 ml of concentrated sulphuric acid. The solution was heated under reflux for 2 hours. Subsequently the majority of the methanol (about 200 ml) was distilled off and the residue remaining behind was poured into 1.3 l of ice-water. The separated ester was filtered off under suction and washed in succession with cold water, with a small amount of cold NaHCO3 solution and again with cold water. Drying at 50°...